This data is from the Open Reaction Database (ORD), a public repository of structured organic reaction records. The task is: describe an organic reaction: reactants, conditions, products, and yield Reactants: CO, [O-][I+3]([O-])([O-])[O-], [Na+], O, Oc1ccc2c(c1)CCCC(c1ccccc1)=C2c1ccc(OCCCCSCc2ccccn2)cc1. Yields the product O=S(CCCCOc1ccc(C2=C(c3ccccc3)CCCc3cc(O)ccc32)cc1)Cc1ccccn1. As a reaction SMILES: [CH3:44][OH:45].[I+3:38]([O-:39])([O-:40])([O-:41])[O-:42].[Na+:43].[OH2:46].[c:1]1([C:7]2=[C:8]([c:19]3[cH:20][cH:21][c:22]([O:25][CH2:26][CH2:27][CH2:28][CH2:29][S:30][CH2:31][c:32]4[n:33][cH:34][cH:35][cH:36][cH:37]4)[cH:23][cH:24]3)[c:9]3[c:10]([cH:14][c:15]([OH:18])[cH:16][cH:17]3)[CH2:11][CH2:12][CH2:13]2)[cH:2][cH:3][cH:4][cH:5][cH:6]1>>[c:1]1([C:7]2=[C:8]([c:19]3[cH:20][cH:21][c:22]([O:25][CH2:26][CH2:27][CH2:28][CH2:29][S:30]([CH2:31][c:32]4[n:33][cH:34][cH:35][cH:36][cH:37]4)=[O:39])[cH:23][cH:24]3)[c:9]3[c:10]([cH:14][c:15]([OH:18])[cH:16][cH:17]3)[CH2:11][CH2:12][CH2:13]2)[cH:2][cH:3][cH:4][cH:5][cH:6]1. RXN SMILES: [NH2:1][C:2]1[N:7]=[C:6]([S:8][C:9]2[CH:14]=[CH:13][C:12]([C:15](=O)[CH3:16])=[CH:11][CH:10]=2)[CH:5]=[C:4]([C:18]2([O:24][CH3:25])[CH2:23][CH2:22][O:21][CH2:20][CH2:19]2)[N:3]=1.Cl.[NH2:27][OH:28]>>[NH2:1][C:2]1[N:7]=[C:6]([S:8][C:9]2[CH:10]=[CH:11][C:12](/[C:15](=[N:27]/[OH:28])/[CH3:16])=[CH:13][CH:14]=2)[CH:5]=[C:4]([C:18]2([O:24][CH3:25])[CH2:19][CH2:20][O:21][CH2:22][CH2:23]2)[N:3]=1 |f:1.2|. Starting materials: NC1=NC(=CC(=N1)SC1=CC=C(C=C1)C(C)=O)C1(CCOCC1)OC (4'-[2-amino-6-(4-methoxytetrahydropyran-4-yl)pyrimidin-4-ylthio]acetophenone), Cl.NO (hydroxylamine hydrochloride). Reported procedure: Using an analogous procedure to that described in Example 43, 4'-[2-amino-6-(4-methoxytetrahydropyran-4-yl)pyrimidin-4-ylthio]acetophenone was reacted with hydroxylamine hydrochloride to give (E)-4'-[2-amino-6-(4-methoxytetrahydropyran-4-yl)pyrimidin-4-ylthio]acetophenone oxime in 75% yield, m.p. 237°-240° C.; Yield: 75.0%. The product is NC1=NC(=CC(=N1)SC1=CC=C(C=C1)/C(/C)=N/O)C1(CCOCC1)OC ((E)-4'-[2-amino-6-(4-methoxytetrahydropyran-4-yl)pyrimidin-4-ylthio]acetophenone oxime). Starting materials: C(C1=CC=CC=C1)C1NC(C2=CC=C(C=C12)O)=O (3-benzyl-5-hydroxyisoindolin-1-one), CsCO3, BrCCNC(OC(C)(C)C)=O (tert-butyl 2-bromoethylcarbamate). Solvent: C(C)#N (acetonitrile). Conditions: temperature 80 celsius. The product is C(C1=CC=CC=C1)C1NC(C2=CC=C(C=C12)OCCNC(OC(C)(C)C)=O)=O (tert-Butyl 2-(3-benzyl-1-oxoisoindolin-5-yloxy)ethylcarbamate). The yield is 73.5%. As a reaction SMILES: [CH2:1]([CH:8]1[C:16]2[C:11](=[CH:12][CH:13]=[C:14]([OH:17])[CH:15]=2)[C:10](=[O:18])[NH:9]1)[C:2]1[CH:7]=[CH:6][CH:5]=[CH:4][CH:3]=1.Br[CH2:20][CH2:21][NH:22][C:23](=[O:29])[O:24][C:25]([CH3:28])([CH3:27])[CH3:26]>C(#N)C>[CH2:1]([CH:8]1[C:16]2[C:11](=[CH:12][CH:13]=[C:14]([O:17][CH2:20][CH2:21][NH:22][C:23](=[O:29])[O:24][C:25]([CH3:28])([CH3:27])[CH3:26])[CH:15]=2)[C:10](=[O:18])[NH:9]1)[C:2]1[CH:3]=[CH:4][CH:5]=[CH:6][CH:7]=1. Procedure: A mixture of 3-benzyl-5-hydroxyisoindolin-1-one (360 mg, 1.51 mmol), CsCO3 (980 mg, 3.01 mmol) and tert-butyl 2-bromoethylcarbamate (506 mg, 2.26 mmol) in 4 mL of acetonitrile was heated up to 80° C. for 4 hours, TLC showed complete conversion. The solvent was evaporated and the residue was dissolved in ethyl acetate, then water was added, this was separated. The organic phase was dried on Na2SO4 and the solvent was evaporated. The residue was purified by flash-chromatography on silica gel with ... The reactants are CC(Br)C(=O)Cl, CCN(C(C)C)C(C)C, ClCCl, O=C(OCc1ccccc1)C1CC2=C(CCCC2)N1. The product is CC(Br)C(=O)N1C2=C(CCCC2)CC1C(=O)OCc1ccccc1. As a reaction SMILES: [Br:29][CH:30]([C:31](=[O:32])[Cl:33])[CH3:34].[CH:20]([N:21]([CH:22]([CH3:23])[CH3:24])[CH2:25][CH3:26])([CH3:27])[CH3:28].[Cl:35][CH2:36][Cl:37].[NH:1]1[CH:2]([C:10](=[O:11])[O:12][CH2:13][c:14]2[cH:15][cH:16][cH:17][cH:18][cH:19]2)[CH2:3][C:4]2=[C:9]1[CH2:8][CH2:7][CH2:6][CH2:5]2>>[N:1]1([C:31]([CH:30]([Br:29])[CH3:34])=[O:32])[CH:2]([C:10](=[O:11])[O:12][CH2:13][c:14]2[cH:15][cH:16][cH:17][cH:18][cH:19]2)[CH2:3][C:4]2=[C:9]1[CH2:8][CH2:7][CH2:6][CH2:5]2. Reactants: CC1=C(C=C(C=C1)C=1OC(=NN1)C)C1=CC=C(C=C1)C(=O)O (2′-Methyl-5′-(5-methyl-1,3,4-oxadiazol-2-yl)-1,1′-biphenyl-4-carboxylic acid), C=1C=CC2=C(C1)N=NN2O (HOBT), Cl.CN(CCCN=C=NCC)C (1-(3-dimethylaminopropyl)-3-ethyl carbodiimide hydrochloride), CN(C=1C=C(CN)C=CC1)C (3-dimethylaminobenzylamine). The solvent is CN(C)C=O (DMF). Reaction conditions: time 18 hour. Product: CN(C=1C=C(CNC(=O)C2=CC=C(C=C2)C2=C(C=CC(=C2)C=2OC(=NN2)C)C)C=CC1)C (N-(3-dimethylaminobenzyl)-2′-methyl-5′-(5-methyl-1,3,4-oxadiazol-2-yl)-1,1′-biphenyl-4-carboxamide). As a reaction SMILES: [CH3:1][C:2]1[CH:7]=[CH:6][C:5]([C:8]2[O:9][C:10]([CH3:13])=[N:11][N:12]=2)=[CH:4][C:3]=1[C:14]1[CH:19]=[CH:18][C:17]([C:20]([OH:22])=O)=[CH:16][CH:15]=1.C1C=CC2N(O)N=NC=2C=1.Cl.CN(C)CCCN=C=NCC.[CH3:45][N:46]([CH3:55])[C:47]1[CH:48]=[C:49]([CH:52]=[CH:53][CH:54]=1)[CH2:50][NH2:51]>CN(C=O)C>[CH3:45][N:46]([CH3:55])[C:47]1[CH:48]=[C:49]([CH:52]=[CH:53][CH:54]=1)[CH2:50][NH:51][C:20]([C:17]1[CH:18]=[CH:19][C:14]([C:3]2[CH:4]=[C:5]([C:8]3[O:9][C:10]([CH3:13])=[N:11][N:12]=3)[CH:6]=[CH:7][C:2]=2[CH3:1])=[CH:15][CH:16]=1)=[O:22] |f:2.3|. Procedure: 2′-Methyl-5′-(5-methyl-1,3,4-oxadiazol-2-yl)-1,1′-biphenyl-4-carboxylic acid (11.3 mg, 0.034 mmol), HOBT (6.0 mg, 0.044 mmol), 1-(3-dimethylaminopropyl)-3-ethyl carbodiimide hydrochloride (8.0 mg, 0.042 mmol) and 3-dimethylaminobenzylamine (0.34 mmol) were mixed in DMF (0.7 ml) and the reaction left at room temperature for 18 h. The DMF was evaporated under vacuum and the residue partitioned between DCM (0.4 ml) and water (0.4 ml). The organic phase was washed with aqueous sodium hydroxide (0.5M...